This data is from the Open Reaction Database (ORD), a public repository of structured organic reaction records. The task is: describe an organic reaction: reactants, conditions, products, and yield Reactants: O=C1CCC(=O)N1Br, ClCCl, CC1CN(C(=O)C(F)(F)F)CCc2cc(-c3ccnn3C)ccc21. Yields the product CC1CN(C(=O)C(F)(F)F)CCc2cc(-c3c(Br)cnn3C)ccc21. RXN SMILES: [Br:25][N:26]1[C:27](=[O:28])[CH2:29][CH2:30][C:31]1=[O:32].[Cl:33][CH2:34][Cl:35].[F:1][C:2]([C:3](=[O:4])[N:5]1[CH2:6][CH2:7][c:8]2[c:9]([cH:13][cH:14][c:15](-[c:17]3[n:18]([CH3:22])[n:19][cH:20][cH:21]3)[cH:16]2)[CH:10]([CH3:12])[CH2:11]1)([F:23])[F:24]>>[F:1][C:2]([C:3](=[O:4])[N:5]1[CH2:6][CH2:7][c:8]2[c:9]([cH:13][cH:14][c:15](-[c:17]3[n:18]([CH3:22])[n:19][cH:20][c:21]3[Br:25])[cH:16]2)[CH:10]([CH3:12])[CH2:11]1)([F:23])[F:24]. Reactants: CC1=CC2=C(C(C3=C(CC2)C=C(C=C3)C)=O)C=C1 (10,11-dihydro-2,8-dimethyl-5H-dibenzo[a,d]cyclohepten-5-one), C(CCC)[Li] (n-Butyllithium), solution, BrC=1C(=NC(=NC1)OC(C)(C)C)OC(C)(C)C (5-Bromo-2,4-bis(1,1-dimethylethoxy)pyrimidine). Run in O1CCCC1 (tetrahydrofuran), hexanes, O1CCCC1 (tetrahydrofuran). Run at temperature 120 celsius, time 30 minute. Product: CC1=CC2=C(C(C3=C(C=C2)C=C(C=C3)C)C=3C(NC(NC3)=O)=O)C=C1 (5-[2,8-Dimethyl-5H-dibenzo[a,d]cyclohepten-5-yl]-2,4(1H,3H)-pyrimidinedione). RXN SMILES: C([Li])CCC.Br[C:7]1[C:8]([O:18]C(C)(C)C)=[N:9][C:10]([O:13]C(C)(C)C)=[N:11][CH:12]=1.[CH3:23][C:24]1[CH:40]=[CH:39][C:27]2[C:28](=O)[C:29]3[CH:36]=[CH:35][C:34]([CH3:37])=[CH:33][C:30]=3[CH2:31][CH2:32][C:26]=2[CH:25]=1>O1CCCC1>[CH3:37][C:34]1[CH:35]=[CH:36][C:29]2[CH:28]([C:7]3[C:8](=[O:18])[NH:9][C:10](=[O:13])[NH:11][CH:12]=3)[C:27]3[CH:39]=[CH:40][C:24]([CH3:23])=[CH:25][C:26]=3[CH:32]=[CH:31][C:30]=2[CH:33]=1. Procedure: n-Butyllithium (5.6 ml of a 2.5M solution in hexanes) was added dropwise to a solution of 5-bromo-2,4-bis(1,1,-dimethylethoxy)pyrimidine (example 1 step (i)) (3.85 g) in tetrahydrofuran (30 ml) at -78° C. The solution was stirred for 30 minutes and a solution of 10,11-dihydro-2,8-dimethyl-5H-dibenzo[a,d]cyclohepten-5-one (European Patent, 1993, 0 589 322 A1) (3.0 g) in tetrahydrofuran (20 ml) was added. The mixture was stirred at -78° C. for 45 minutes and room temperature for 15 minutes and the... Starting materials: CC(C)(C)C1=CC(=O)C=C(C(C)(C)C)C1=O, [Cl-], [Cl-], [Cl-], [Cl-], CC(Cl)Cl, Nc1cnccn1, C1CCOC1, [Ti+4], c1ccncc1. The product is CC(C)(C)C1=CC(=Nc2cnccn2)C=C(C(C)(C)C)C1=O. As a reaction SMILES: [C:1]([CH3:2])([CH3:3])([CH3:4])[C:5]1=[CH:10][C:9](=[O:11])[CH:8]=[C:7]([C:12]([CH3:13])([CH3:14])[CH3:15])[C:6]1=[O:16].[Cl-:39].[Cl-:40].[Cl-:41].[Cl-:42].[Cl:35][CH:36]([Cl:37])[CH3:38].[NH2:17][c:18]1[n:19][cH:20][cH:21][n:22][cH:23]1.[O:24]1[CH2:25][CH2:26][CH2:27][CH2:28]1.[Ti+4:43].[cH:29]1[cH:30][cH:31][n:32][cH:33][cH:34]1>>[C:1]([CH3:2])([CH3:3])([CH3:4])[C:5]1=[CH:10][C:9](=[N:17][c:18]2[n:19][cH:20][cH:21][n:22][cH:23]2)[CH:8]=[C:7]([C:12]([CH3:13])([CH3:14])[CH3:15])[C:6]1=[O:16]. Conditions: time 3 hour. The solvent is C1=CC=CC=C1 (benzene), CO (methanol). The reactants are C(=O)C1CCSC=2N(C3=CC=CC=C3C21)C2=CC=CC=C2 (4-formyl-9-phenyl-2,3,4,9-tetrahydrothiopyrano[2,3-b]indole), solution, CN (methylamine). Procedure details: To a solution of 4-formyl-9-phenyl-2,3,4,9-tetrahydrothiopyrano[2,3-b]indole (1.4 g) in absolute benzene (20 ml) is added a 30% solution (1.5 ml) of methylamine in methanol. The mixture is stirred at room temperature for 3 hours and evaporated to give 4-methyliminomethyl-9-phenyl-2,3,4,9-tetrahydrothiopyrano[2,3-b]indole as orange solid. The product is dissolved in a mixture of methanol (20 ml) and tetrahydrofuran (20 ml) and sodium borohydride (274 mg) is added thereto. The mixture is stirred a... Reaction SMILES: [CH:1]([CH:3]1[C:15]2[C:14]3[C:9](=[CH:10][CH:11]=[CH:12][CH:13]=3)[N:8]([C:16]3[CH:21]=[CH:20][CH:19]=[CH:18][CH:17]=3)[C:7]=2[S:6][CH2:5][CH2:4]1)=O.[CH3:22][NH2:23]>C1C=CC=CC=1.CO>[CH3:22][N:23]=[CH:1][CH:3]1[C:15]2[C:14]3[C:9](=[CH:10][CH:11]=[CH:12][CH:13]=3)[N:8]([C:16]3[CH:21]=[CH:20][CH:19]=[CH:18][CH:17]=3)[C:7]=2[S:6][CH2:5][CH2:4]1. Product: CN=CC1CCSC=2N(C3=CC=CC=C3C21)C2=CC=CC=C2 (4-methyliminomethyl-9-phenyl-2,3,4,9-tetrahydrothiopyrano[2,3-b]indole).